From a dataset of the Open Reaction Database (ORD), a public repository of structured organic reaction records. describe an organic reaction: reactants, conditions, products, and yield Starting materials: [Al+3], CCC(=O)C1C(=O)CC(C2(C)C=C(C)CC(C)(C3CC(=O)C(C(=O)CC)C(=O)C3)C2)CC1=O, CC(=O)Cl, [Cl-], [Cl-], [Cl-], ClCCl, Cl. Yields the product CCC(=O)C1C(=O)CC(C2(C)CC(C)(C(C)=O)CC(C)(C3CC(=O)C(C(=O)CC)C(=O)C3)C2)CC1=O. Reaction SMILES: [Al+3:6].[C:9]([CH2:10][CH3:11])(=[O:12])[CH:13]1[C:14](=[O:41])[CH2:15][CH:16]([C:20]2([CH3:40])[CH2:21][C:22]([CH3:27])([CH:28]3[CH2:29][C:30](=[O:39])[CH:31]([C:35]([CH2:36][CH3:37])=[O:38])[C:32](=[O:34])[CH2:33]3)[CH2:23][C:24]([CH3:26])=[CH:25]2)[CH2:17][C:18]1=[O:19].[CH3:1][C:2]([Cl:3])=[O:4].[Cl-:5].[Cl-:7].[Cl-:8].[Cl:43][CH2:44][Cl:45].[ClH:42]>>[CH3:1][C:2](=[O:4])[C:24]1([CH3:26])[CH2:23][C:22]([CH3:27])([CH:28]2[CH2:29][C:30](=[O:39])[CH:31]([C:35]([CH2:36][CH3:37])=[O:38])[C:32](=[O:34])[CH2:33]2)[CH2:21][C:20]([CH:16]2[CH2:15][C:14](=[O:41])[CH:13]([C:9]([CH2:10][CH3:11])=[O:12])[C:18](=[O:19])[CH2:17]2)([CH3:40])[CH2:25]1. Reactants: solution, [F-].C(CCC)[N+](CCCC)(CCCC)CCCC (tetrabutylammonium fluoride), BrC=1C(=NC(=NC1)NC1=CC=C(C=C1)S(=O)(=NS(=O)(=O)CC[Si](C)(C)C)C1CC1)N[C@@H](C(C)(C)O)C ((RS)-S-[4-({5-bromo-4-[(R)-(2-hydroxy-1,2-dimethylpropyl)amino]-pyrimidin-2-yl}amino)phenyl]-S-cyclopropyl-N-[2-(trimethylsilyl)ethylsulfonyl]-sulfoximide). Solvent: O1CCCC1 (tetrahydrofuran), O1CCCC1 (tetrahydrofuran). Reaction conditions: temperature 50 celsius, time 3 day. The product is BrC=1C(=NC(=NC1)NC1=CC=C(C=C1)S(=O)(=N)C1CC1)N[C@@H](C(C)(C)O)C ((RS)-S-[4-({5-bromo-4-[(R)-(2-hydroxy-1,2-dimethylpropyl)amino]pyrimidin-2-yl}amino)phenyl]-S-cyclopropylsulfoximide). RXN SMILES: [Br:1][C:2]1[C:3]([NH:30][C@H:31]([CH3:36])[C:32]([OH:35])([CH3:34])[CH3:33])=[N:4][C:5]([NH:8][C:9]2[CH:14]=[CH:13][C:12]([S:15]([CH:27]3[CH2:29][CH2:28]3)(=[N:17]S(CC[Si](C)(C)C)(=O)=O)=[O:16])=[CH:11][CH:10]=2)=[N:6][CH:7]=1.[F-].C([N+](CCCC)(CCCC)CCCC)CCC>O1CCCC1>[Br:1][C:2]1[C:3]([NH:30][C@H:31]([CH3:36])[C:32]([OH:35])([CH3:33])[CH3:34])=[N:4][C:5]([NH:8][C:9]2[CH:14]=[CH:13][C:12]([S:15]([CH:27]3[CH2:28][CH2:29]3)(=[NH:17])=[O:16])=[CH:11][CH:10]=2)=[N:6][CH:7]=1 |f:1.2|. Procedure: 50 mg of (RS)-S-[4-({5-bromo-4-[(R)-(2-hydroxy-1,2-dimethylpropyl)amino]-pyrimidin-2-yl}amino)phenyl]-S-cyclopropyl-N-[2-(trimethylsilyl)ethylsulfonyl]-sulfoximide is dissolved in 1 ml of tetrahydrofuran and mixed with 0.3 ml of a 1 M solution of tetrabutylammonium fluoride in tetrahydrofuran. The mixture is stirred for 3 days at 50° C. and purified by flash chromatography (dichloromethane-dichloromethane/ethanol 9:1). 10 mg (28% of theory) of the product is obtained. Reactants: C(C)(C)(C)OC([C@H]1N(CCC1)C[C@H]([C@H](CC1=CC=CC=C1)NC([C@@H](N)CC(N)=O)=O)O)=O (N-[3(S)-[[L-asparaginyl]amino]-2(R)-hydroxy-4-phenylbutyl]-L-proline tert.butyl ester), C(C1=CC=CC=C1)N=C=O (benzyl isocyanate). Run in ClCCl (dichloromethane). The product is C(C)(C)(C)OC([C@H]1N(CCC1)C[C@H]([C@H](CC1=CC=CC=C1)NC([C@@H](NC(NCC1=CC=CC=C1)=O)CC(N)=O)=O)O)=O (N-[3(S)-[[N-(benzylcarbamoyl)-L-asparaginyl]amino]-2(R)-hydroxy-4-phenylbutyl]-L-proline tert.butyl ester). The yield is 48.0%. As a reaction SMILES: [C:1]([O:5][C:6](=[O:32])[C@@H:7]1[CH2:11][CH2:10][CH2:9][N:8]1[CH2:12][C@@H:13]([OH:31])[C@@H:14]([NH:22][C:23](=[O:30])[C@H:24]([CH2:26][C:27](=[O:29])[NH2:28])[NH2:25])[CH2:15][C:16]1[CH:21]=[CH:20][CH:19]=[CH:18][CH:17]=1)([CH3:4])([CH3:3])[CH3:2].[CH2:33]([N:40]=[C:41]=[O:42])[C:34]1[CH:39]=[CH:38][CH:37]=[CH:36][CH:35]=1>ClCCl>[C:1]([O:5][C:6](=[O:32])[C@@H:7]1[CH2:11][CH2:10][CH2:9][N:8]1[CH2:12][C@@H:13]([OH:31])[C@@H:14]([NH:22][C:23](=[O:30])[C@H:24]([CH2:26][C:27](=[O:29])[NH2:28])[NH:25][C:41](=[O:42])[NH:40][CH2:33][C:34]1[CH:39]=[CH:38][CH:37]=[CH:36][CH:35]=1)[CH2:15][C:16]1[CH:17]=[CH:18][CH:19]=[CH:20][CH:21]=1)([CH3:4])([CH3:2])[CH3:3]. Reported procedure: A solution of 0.28 g of N-[3(S)-[[L-asparaginyl]amino]-2(R)-hydroxy-4-phenylbutyl]-L-proline tert.butyl ester, and 0.083 g of benzyl isocyanate in 5 ml of dichloromethane was stirred at 20° C. for 2 hours. The solvent was then removed by evaporation and the residue was triturated with diethyl ether to give 0.174 g of N-[3(S)-[[N-(benzylcarbamoyl)-L-asparaginyl]amino]-2(R)-hydroxy-4-phenylbutyl]-L-proline tert.butyl ester as a white solid; MS: m/e 582 [M+H]+. Reagents/catalysts: CC(C)(C#N)N=NC(C)(C)C#N (AIBN). Procedure details: To a well stirred refluxing solution of AIBN (40.0 mg, 1.0%) and N-bromo succinimide (3.4 g, 19.05 mmol) in carbon tetrachloride (60.0 mL) was added a Methyl-7-methoxy-2-methylbenzo[b]furan-4-carboxylate (from step 5) (4.0 g, 18.16 mmol) and refluxed for 2-3 hours. Reaction mixture was cooled to room temperature and filtered thorough Celite bed. The filtrate was concentrated under vacuo to give product (3.1 g) as brown oil. The product obtained was taken ahead for next step without further purif... Solvent: C(Cl)(Cl)(Cl)Cl (carbon tetrachloride). Reaction SMILES: [Br:1]N1C(=O)CCC1=O.[CH3:9][O:10][C:11]([C:13]1[C:21]2[CH:20]=[C:19]([CH3:22])[O:18][C:17]=2[C:16]([O:23][CH3:24])=[CH:15][CH:14]=1)=[O:12]>C(Cl)(Cl)(Cl)Cl.CC(N=NC(C#N)(C)C)(C#N)C>[CH3:9][O:10][C:11]([C:13]1[C:21]2[CH:20]=[C:19]([CH2:22][Br:1])[O:18][C:17]=2[C:16]([O:23][CH3:24])=[CH:15][CH:14]=1)=[O:12]. Isolated yield 57.1%. The product is COC(=O)C1=CC=C(C=2OC(=CC21)CBr)OC (Methyl-2-bromomethyl-7-methoxybenzo[b]furan-4-carboxylate). Reactants: BrN1C(CCC1=O)=O (N-bromo succinimide), COC(=O)C1=CC=C(C=2OC(=CC21)C)OC (Methyl-7-methoxy-2-methylbenzo[b]furan-4-carboxylate). Reactants: CO, Cl, [K+], COC(=O)c1cnc(N)c(C#Cc2cccc(NC(=O)c3cc(C)nn3C)c2)c1, [OH-], O. Yields the product Cc1cc(C(=O)Nc2cccc(C#Cc3cc(C(=O)O)cnc3N)c2)n(C)n1. Reaction SMILES: [CH3:33][OH:34].[ClH:32].[K+:31].[NH2:1][c:2]1[n:3][cH:4][c:5]([C:6](=[O:7])[O:8][CH3:9])[cH:10][c:11]1[C:12]#[C:13][c:14]1[cH:15][c:16]([NH:20][C:21](=[O:22])[c:23]2[cH:24][c:25]([CH3:29])[n:26][n:27]2[CH3:28])[cH:17][cH:18][cH:19]1.[OH-:30].[OH2:35]>>[NH2:1][c:2]1[n:3][cH:4][c:5]([C:6](=[O:7])[OH:8])[cH:10][c:11]1[C:12]#[C:13][c:14]1[cH:15][c:16]([NH:20][C:21](=[O:22])[c:23]2[cH:24][c:25]([CH3:29])[n:26][n:27]2[CH3:28])[cH:17][cH:18][cH:19]1.